This data is from the Open Reaction Database (ORD), a public repository of structured organic reaction records. The task is: describe an organic reaction: reactants, conditions, products, and yield Starting materials: CS(=O)(=O)Nn1c(=O)[nH]c2cc([N+](=O)[O-])c(F)cc2c1=O, NCc1ccccc1. Product: CS(=O)(=O)Nn1c(=O)[nH]c2cc([N+](=O)[O-])c(NCc3ccccc3)cc2c1=O. RXN SMILES: [F:1][c:2]1[cH:3][c:4]2[c:5](=[O:21])[n:6]([NH:16][S:17](=[O:18])(=[O:19])[CH3:20])[c:7](=[O:15])[nH:8][c:9]2[cH:10][c:11]1[N+:12](=[O:13])[O-:14].[NH2:22][CH2:23][c:24]1[cH:25][cH:26][cH:27][cH:28][cH:29]1>>[c:2]1([NH:22][CH2:23][c:24]2[cH:25][cH:26][cH:27][cH:28][cH:29]2)[cH:3][c:4]2[c:5](=[O:21])[n:6]([NH:16][S:17](=[O:18])(=[O:19])[CH3:20])[c:7](=[O:15])[nH:8][c:9]2[cH:10][c:11]1[N+:12](=[O:13])[O-:14]. As a reaction SMILES: [Br:1][C:2]1[CH:7]=[CH:6][C:5]([C:8](=[O:19])[CH2:9][C:10]2[NH:14][C:13]3[CH2:15][CH2:16][CH2:17][CH2:18][C:12]=3[N:11]=2)=[CH:4][CH:3]=1.C[O-].[Na+].[C:23](OC)(=[O:26])[C:24]#[CH:25]>>[Br:1][C:2]1[CH:7]=[CH:6][C:5]([C:8]([C:9]2[CH:25]=[CH:24][C:23](=[O:26])[N:14]3[C:13]4[CH2:15][CH2:16][CH2:17][CH2:18][C:12]=4[NH:11][C:10]=23)=[O:19])=[CH:4][CH:3]=1 |f:1.2|. The product is BrC1=CC=C(C(=O)C=2C=CC(N3C2NC2=C3CCCC2)=O)C=C1 (4-(4-Bromobenzoyl)-6,7,8,9-tetrahydropyrido[1,2-a]benzimidazol-1(5H)-one). The reactants are BrC1=CC=C(C=C1)C(CC1=NC2=C(N1)CCCC2)=O (1-(4-Bromophenyl)-2-(4,5,6,7-tetrahydro-1H-benzimidazol-2-yl)ethanone), C[O-].[Na+] (sodium methylate), C(C#C)(=O)OC (methyl propiolate). Reported procedure: The compound is prepared as described in example 20 with 500 mg (1.57 mmol) of 1-(4-Bromophenyl)-2-(4,5,6,7-tetrahydro-1H-benzimidazol-2-yl)ethanone (example XXXVI), 169.2 mg (3.13 mmol) of sodium methylate and 131.7 mg (1.57 mmol) methyl propiolate. The reactants are CN(C(C(=S)OCC)=CC=C(C(=O)OCC)C1=CC=CC=C1)C (diethyl 2-dimethylamino-5-phenylthio-2,4-hexadienedioate), CC[O-].[Na+] (sodium ethylate), C(C)(C)C1=CC=C(CSCC(=O)OCC)C=C1 (ethyl (4-isopropylbenzylthio)acetate), F[B-](F)(F)F.CN(C(=CC=[N+](C)C)C(=O)OCC)C (N-(3-dimethylamino-3-ethoxycarbonylpropenylidene)-N-methylmethanaminium tetrafluoroborate), ethanolic solution. Solvent: C(C)O (ethanol). Product: CN(C(C(=O)OCC)=CC=C(C(=O)OCC)SCC1=CC=C(C=C1)C(C)C)C (diethyl 2-dimethylamino-5-(4-isopropylbenzylthio)-2,4-hexadienedioate). Isolated yield 62.2%. Reaction SMILES: CN(C)C(=CC=C(C1C=CC=CC=1)C(OCC)=O)C(OCC)=S.F[B-](F)(F)F.[CH3:29][N:30]([CH3:42])[C:31]([C:37]([O:39][CH2:40][CH3:41])=[O:38])=[CH:32][CH:33]=[N+](C)C.CC[O-].[Na+].[CH:47]([C:50]1[CH:63]=[CH:62][C:53]([CH2:54][S:55][CH2:56][C:57]([O:59][CH2:60][CH3:61])=[O:58])=[CH:52][CH:51]=1)([CH3:49])[CH3:48]>C(O)C>[CH3:29][N:30]([CH3:42])[C:31](=[CH:32][CH:33]=[C:56]([S:55][CH2:54][C:53]1[CH:62]=[CH:63][C:50]([CH:47]([CH3:48])[CH3:49])=[CH:51][CH:52]=1)[C:57]([O:59][CH2:60][CH3:61])=[O:58])[C:37]([O:39][CH2:40][CH3:41])=[O:38] |f:1.2,3.4|. Procedure: The procedure is as in Example 2 for the preparation of diethyl 2-dimethylamino-5-phenylthio-2,4-hexadienedioate, starting with N-(3-dimethylamino-3-ethoxycarbonylpropenylidene)-N-methylmethanaminium tetrafluoroborate (10 g), a 2M ethanolic solution of sodium ethylate (21 cc) and ethyl (4-isopropylbenzylthio)acetate (8.8 g) in ethanol (100 cc). After purification by chromatography on a silica column with a mixture of cyclohexane and ethyl acetate (80:20 by volume) as eluent, diethyl 2-dimethylam... The reactants are O=C1SC2=C(N1)C=CC(=C2)NC=2C1=C(N=CN2)SC2=C1CCC(C2)C(=O)O ((RS)-4-[(2-oxo-2,3-dihydro-1,3-benzothiazol-6-yl)amino]-5,6,7,8-tetrahydro[1]benzothieno[2,3-d]pyrimidine-7-carboxylic acid), C(C(=O)O)(=O)O.O1CCC12CNC2 (1-oxa-6-azaspiro[3.3]heptane ethanedioate). Product: O1CCC12CN(C2)C(=O)C2CC1=C(CC2)C2=C(N=CN=C2NC2=CC3=C(NC(S3)=O)C=C2)S1 ((RS)-6-{[7-(1-Oxa-6-azaspiro[3.3]hept-6-ylcarbonyl)-5,6,7,8-tetrahydro[1]benzothieno[2,3-d]pyrimidin-4-yl]amino}-1,3-benzothiazol-2(3H)-one). As a reaction SMILES: [O:1]=[C:2]1[NH:6][C:5]2[CH:7]=[CH:8][C:9]([NH:11][C:12]3[C:13]4[C:20]5[CH2:21][CH2:22][CH:23]([C:25]([OH:27])=O)[CH2:24][C:19]=5[S:18][C:14]=4[N:15]=[CH:16][N:17]=3)=[CH:10][C:4]=2[S:3]1.C(O)(=O)C(O)=O.[O:34]1[C:37]2([CH2:40][NH:39][CH2:38]2)[CH2:36][CH2:35]1>>[O:34]1[C:37]2([CH2:40][N:39]([C:25]([CH:23]3[CH2:22][CH2:21][C:20]4[C:13]5[C:12]([NH:11][C:9]6[CH:8]=[CH:7][C:5]7[NH:6][C:2](=[O:1])[S:3][C:4]=7[CH:10]=6)=[N:17][CH:16]=[N:15][C:14]=5[S:18][C:19]=4[CH2:24]3)=[O:27])[CH2:38]2)[CH2:36][CH2:35]1 |f:1.2|. Procedure: 50 mg (125 μmol) (RS)-4-[(2-oxo-2,3-dihydro-1,3-benzothiazol-6-yl)amino]-5,6,7,8-tetrahydro[1]benzothieno[2,3-d]pyrimidine-7-carboxylic acid (prepared according to example 2) were transformed in analogy to example 3 using 1-oxa-6-azaspiro[3.3]heptane ethanedioate (1:1) to give after working up and purification 31.7 mg (50%) of the title compound. The reactants are O=S(=O)(Cl)c1ccc(Br)s1, ClCCl, NCCO, [Na+], O=C([O-])O. The product is O=S(=O)(NCCO)c1ccc(Br)s1. RXN SMILES: [Br:1][c:2]1[cH:3][cH:4][c:5]([S:7](=[O:8])(=[O:9])[Cl:10])[s:6]1.[Cl:20][CH2:21][Cl:22].[NH2:11][CH2:12][CH2:13][OH:14].[Na+:19].[O-:15][C:16]([OH:17])=[O:18]>>[Br:1][c:2]1[cH:3][cH:4][c:5]([S:7](=[O:8])(=[O:9])[NH:11][CH2:12][CH2:13][OH:14])[s:6]1. The reactants are O=C1NC2=C(CCN1C1CCN(CC1)C(=O)O[C@H](CC1=CC(=C(C(=C1)C(F)(F)F)N)Cl)C(=O)O)C=CC=C2 ((R)-2-(4-amino-3-chloro-5-trifluoromethyl-phenyl)-1-carboxy-ethyl 4-(2-oxo-1,2,4,5-tetrahydro-1,3-benzodiazepin-3-yl)-piperidine-1-carboxylate), N1(CCC(CC1)CCC(=O)OCC)C1CCNCC1 (ethyl 3-[1,4′]bipiperidinyl-4-yl-propionate). Product: O=C1NC2=C(CCN1C1CCN(CC1)C(=O)O[C@@H](C(=O)N1CCC(CC1)N1CCC(CC1)CCC(=O)OCC)CC1=CC(=C(C(=C1)C(F)(F)F)N)Cl)C=CC=C2 ((R)-1-(4-amino-3-chloro-5-trifluoromethyl-benzyl)-2-[4-(2-ethoxycarbonyl-ethyl)-1,4′-bipiperidinyl-1′-yl]-2-oxo-ethyl 4-(2-oxo-1,2,4,5-tetrahydro-1,3-benzodiazepin-3-yl)-piperidine-1-carboxylate). Reaction SMILES: [O:1]=[C:2]1[N:8]([CH:9]2[CH2:14][CH2:13][N:12]([C:15]([O:17][C@@H:18]([C:32]([OH:34])=O)[CH2:19][C:20]3[CH:25]=[C:24]([C:26]([F:29])([F:28])[F:27])[C:23]([NH2:30])=[C:22]([Cl:31])[CH:21]=3)=[O:16])[CH2:11][CH2:10]2)[CH2:7][CH2:6][C:5]2[CH:35]=[CH:36][CH:37]=[CH:38][C:4]=2[NH:3]1.[N:39]1([CH:52]2[CH2:57][CH2:56][NH:55][CH2:54][CH2:53]2)[CH2:44][CH2:43][CH:42]([CH2:45][CH2:46][C:47]([O:49][CH2:50][CH3:51])=[O:48])[CH2:41][CH2:40]1>>[O:1]=[C:2]1[N:8]([CH:9]2[CH2:10][CH2:11][N:12]([C:15]([O:17][C@H:18]([CH2:19][C:20]3[CH:25]=[C:24]([C:26]([F:28])([F:29])[F:27])[C:23]([NH2:30])=[C:22]([Cl:31])[CH:21]=3)[C:32]([N:55]3[CH2:54][CH2:53][CH:52]([N:39]4[CH2:44][CH2:43][CH:42]([CH2:45][CH2:46][C:47]([O:49][CH2:50][CH3:51])=[O:48])[CH2:41][CH2:40]4)[CH2:57][CH2:56]3)=[O:34])=[O:16])[CH2:13][CH2:14]2)[CH2:7][CH2:6][C:5]2[CH:35]=[CH:36][CH:37]=[CH:38][C:4]=2[NH:3]1. Procedure: Prepared analogously to Example 24 from 500 mg (0.90 mmol) (R)-2-(4-amino-3-chloro-5-trifluoromethyl-phenyl)-1-carboxy-ethyl 4-(2-oxo-1,2,4,5-tetrahydro-1,3-benzodiazepin-3-yl)-piperidine-1-carboxylate (Example 1f) and 341 mg (1.00 mmol) ethyl 3-[1,4′]bipiperidinyl-4-yl-propionate (Example A15b). The reactants are COC(C(C(C(F)(F)F)C1(SCCCS1)C(C)O)C)=O (3-[2-(1-Hydroxyethyl)-1,3-dithian-2-yl]-4,4,4-trifluoro-2-methylbutyric acid methyl ester), C1(=CC=CC=C1)P(C1=CC=CC=C1)C1=CC=CC=C1 (triphenylphosphine), C1(C=2C(C(N1)=O)=CC=CC2)=O (phthalimide), N(=NC(=O)OCC)C(=O)OCC (diethyl azodicarboxylate). Solvent: O1CCCC1 (tetrahydrofuran). Yields the product COC(C(C(C(F)(F)F)C1(SCCCS1)C(C)N1C(C=2C(C1=O)=CC=CC2)=O)C)=O (3-[2-(1-phthalimidoethyl)-1,3-dithian-2-yl]-4,4,4-trifluoro-2-methylbutyric acid methyl ester). As a reaction SMILES: [CH3:1][O:2][C:3](=[O:20])[CH:4]([CH3:19])[CH:5]([C:10]1([CH:16](O)[CH3:17])[S:15][CH2:14][CH2:13][CH2:12][S:11]1)[C:6]([F:9])([F:8])[F:7].C1(P(C2C=CC=CC=2)C2C=CC=CC=2)C=CC=CC=1.[C:40]1(=[O:50])[NH:44][C:43](=[O:45])[C:42]2=[CH:46][CH:47]=[CH:48][CH:49]=[C:41]12.N(C(OCC)=O)=NC(OCC)=O>O1CCCC1>[CH3:1][O:2][C:3](=[O:20])[CH:4]([CH3:19])[CH:5]([C:10]1([CH:16]([N:44]2[C:43](=[O:45])[C:42]3=[CH:46][CH:47]=[CH:48][CH:49]=[C:41]3[C:40]2=[O:50])[CH3:17])[S:15][CH2:14][CH2:13][CH2:12][S:11]1)[C:6]([F:9])([F:8])[F:7]. Procedure: A solution of 462 mg (2 mMole) of the product of Example 4 in 20 ml of tetrahydrofuran is treated with 524 mg (2 mMole) of triphenylphosphine, 268 mg (2 mMole) of phthalimide, and 350 mg (2 mMole) of diethyl azodicarboxylate for 48 hours at 25° C. The solvent is evaporated and the product isolated by chromatography on silica gel affording 3-[2-(1-phthalimidoethyl)-1,3-dithian-2-yl]-4,4,4-trifluoro-2-methylbutyric acid methyl ester.